This data is from the Open Reaction Database (ORD), a public repository of structured organic reaction records. The task is: describe an organic reaction: reactants, conditions, products, and yield The reactants are dibromide, CC(C)([O-])C.[K+] (potassium t-butoxide), O (water). Solvent: CS(=O)C (DMSO), CS(=O)C (dimethyl sulfoxide). Conditions: temperature 50 celsius, time 10 minute. The product is C(C)(=O)O.C(C)(=O)O.C(C)(=O)O.C#C (acetylene triacetate). RXN SMILES: [CH3:1][C:2]([CH3:5])([O-:4])C.[K+].[OH2:7]>CS(C)=O>[C:2]([OH:7])(=[O:4])[CH3:5].[C:2]([OH:4])(=[O:7])[CH3:1].[C:2]([OH:7])(=[O:4])[CH3:5].[CH:1]#[CH:2] |f:0.1,4.5.6.7|. Procedure: Separetely, 16 g of potassium t-butoxide was dissolved in 21 ml of dry dimethyl sulfoxide (hereinafter "DMSO"), and a solution of 1.9 g of the above prepared dibromide in 5 ml of DMSO was added thereto over 10 minutes, followed by heating at 50° C. for 1 hour. The reaction mixture was poured into 100 ml of water and extracted with diethyl ether. The extract was washed successively with water and a saturated sodium chloride aqueous solution, and dried. After filtration, the filtrate was concentra... The reactants are [BH3-]C#N, CO, CC(N)C(=O)N1CCCC1C(=O)O, [Na+], O, O=C(O)C(=O)Cc1ccccc1. Yields the product CC(NC(Cc1ccccc1)C(=O)O)C(=O)N1CCCC1C(=O)O. As a reaction SMILES: [C:26]([BH3-:27])#[N:28].[CH3:31][OH:32].[NH2:13][CH:14]([CH3:15])[C:16](=[O:17])[N:18]1[CH:19]([C:20](=[O:21])[OH:22])[CH2:23][CH2:24][CH2:25]1.[Na+:29].[OH2:30].[c:1]1([CH2:7][C:8]([C:9](=[O:10])[OH:11])=[O:12])[cH:2][cH:3][cH:4][cH:5][cH:6]1>>[c:1]1([CH2:7][CH:8]([C:9](=[O:10])[OH:11])[NH:13][CH:14]([CH3:15])[C:16](=[O:17])[N:18]2[CH:19]([C:20](=[O:21])[OH:22])[CH2:23][CH2:24][CH2:25]2)[cH:2][cH:3][cH:4][cH:5][cH:6]1. The reactants are C(C1=CC=CC=C1)Br (benzylbromide), C1(=CC=CC=C1)C(CCC1=CC=CC=C1)C=1N=CNC1 (4-(1,3-diphenylpropyl)-1H-imidazole), [OH-].[Na+] (NaOH), O (Water). Reagents/catalysts: [Br-].C(CCC)[N+](CCCC)(CCCC)CCCC (tetrabutylammoniumbromide). Run in C1(=CC=CC=C1)C (toluene), C1(=CC=CC=C1)C (toluene). Reaction conditions: time 3 hour. The product is C(C1=CC=CC=C1)N1C=NC(=C1)C(CCC1=CC=CC=C1)C1=CC=CC=C1 (1-benzyl-4-(1,3-diphenylpropyl)-1H-imidazole). Reaction SMILES: [CH2:1](Br)[C:2]1[CH:7]=[CH:6][CH:5]=[CH:4][CH:3]=1.[C:9]1([CH:15]([C:24]2[N:25]=[CH:26][NH:27][CH:28]=2)[CH2:16][CH2:17][C:18]2[CH:23]=[CH:22][CH:21]=[CH:20][CH:19]=2)[CH:14]=[CH:13][CH:12]=[CH:11][CH:10]=1.[OH-].[Na+].O>C1(C)C=CC=CC=1.[Br-].C([N+](CCCC)(CCCC)CCCC)CCC>[CH2:1]([N:27]1[CH:28]=[C:24]([CH:15]([C:9]2[CH:14]=[CH:13][CH:12]=[CH:11][CH:10]=2)[CH2:16][CH2:17][C:18]2[CH:23]=[CH:22][CH:21]=[CH:20][CH:19]=2)[N:25]=[CH:26]1)[C:2]1[CH:7]=[CH:6][CH:5]=[CH:4][CH:3]=1 |f:2.3,6.7|. Procedure details: 2,0 g of benzylbromide in 5 ml of toluene is added dropwise to the mixture of 4-(1,3-diphenylpropyl)-1H-imidazole (2,6 g), 48% NaOH (10 ml), toluene (20 ml) and tetrabutylammoniumbromide (0,2 g) at room temperature. After addition the reaction mixture is stirred at room temperature for 3 hours. Water is added and the toluene layer is separated. The toluene phase is then washed with water and evaporated to dryness. The residue contains the isomers 1-benzyl-4-(1,3-diphenylpropyl)-1H-imidazole and ...